This data is from the Open Reaction Database (ORD), a public repository of structured organic reaction records. The task is: describe an organic reaction: reactants, conditions, products, and yield Starting materials: CC=1N(C=CN1)CCCC1CCN(CC1)C=O (4-[3-(2-methyl-1H-imidazol-1-yl)propyl]-1-piperidinecarboxaldehyde). Run in O1CCOCC1 (dioxane), Cl (HCl). Yields the product CC=1N(C=CN1)CCCC1CCNCC1 (4-[3-(2-methyl-1H-imidazol-1-yl)propyl]piperidine). Isolated yield 68.7%. Reaction SMILES: [CH3:1][C:2]1[N:3]([CH2:7][CH2:8][CH2:9][CH:10]2[CH2:15][CH2:14][N:13](C=O)[CH2:12][CH2:11]2)[CH:4]=[CH:5][N:6]=1>O1CCOCC1.Cl>[CH3:1][C:2]1[N:3]([CH2:7][CH2:8][CH2:9][CH:10]2[CH2:11][CH2:12][NH:13][CH2:14][CH2:15]2)[CH:4]=[CH:5][N:6]=1. Procedure: A mixture of 4-[3-(2-methyl-1H-imidazol-1-yl)propyl]-1-piperidinecarboxaldehyde (3.8 g, 0.016M) in dioxane (100 ml) and 2N HCl (25 ml) was heated and refluxed for 51/2 hrs. After this period, solvent was removed, and 1N NaOH (50 ml) was added to the residue. This mixture was then extracted with methylene chloride (5×50 ml). The combined extracts, dried over sodium sulfate, were stripped to dryness to yield 4-[3-(2-methyl-1H-imidazol-1-yl)propyl]piperidine (2.3 g, 65% yield). Reactants: ClCCCS(=O)(=O)NCC(COC(NCCCCCCCCCCCCCCCCCC)=O)NC(=O)NC (3-(3-chloropropylsulfonylamino)-2-(3-methylureido)-1-octadecylcarbamoyloxypropane), C(CCCCCCCCCCCCCCC)SCC(CNS(=O)(=O)CCCI)OC (1-hexadecylthio-3-(3-iodopropylsulfonylamino)-2-methoxypropane). Product: ICCCS(=O)(=O)NCC(COC(NCCCCCCCCCCCCCCCCCC)=O)NC(=O)NC (3-(3-iodopropylsulfonylamino)-2-(3-methylureido)-1-octadecylcarbamoyloxypropane). Reaction SMILES: Cl[CH2:2][CH2:3][CH2:4][S:5]([NH:8][CH2:9][CH:10]([NH:34][C:35]([NH:37][CH3:38])=[O:36])[CH2:11][O:12][C:13](=[O:33])[NH:14][CH2:15][CH2:16][CH2:17][CH2:18][CH2:19][CH2:20][CH2:21][CH2:22][CH2:23][CH2:24][CH2:25][CH2:26][CH2:27][CH2:28][CH2:29][CH2:30][CH2:31][CH3:32])(=[O:7])=[O:6].C(SCC(OC)CNS(CCC[I:66])(=O)=O)CCCCCCCCCCCCCCC>>[I:66][CH2:2][CH2:3][CH2:4][S:5]([NH:8][CH2:9][CH:10]([NH:34][C:35]([NH:37][CH3:38])=[O:36])[CH2:11][O:12][C:13](=[O:33])[NH:14][CH2:15][CH2:16][CH2:17][CH2:18][CH2:19][CH2:20][CH2:21][CH2:22][CH2:23][CH2:24][CH2:25][CH2:26][CH2:27][CH2:28][CH2:29][CH2:30][CH2:31][CH3:32])(=[O:7])=[O:6]. Reported procedure: 3-(3-chloropropylsulfonylamino)-2-(3-methylureido)-1-octadecylcarbamoyloxypropane IIIf1 is allowed to react and worked up by the same procedure as described in (5). m.p. 87°-89° C. The summary of the experimental condition and the physical data of the product are listed in Table 8. RXN SMILES: [H-].[Na+].[CH2:3]([O:10][C:11]1[CH:16]=[CH:15][N:14]=[CH:13][C:12]=1[OH:17])[C:4]1[CH:9]=[CH:8][CH:7]=[CH:6][CH:5]=1.F[C:19]1[CH:24]=[C:23]([N:25]2[C:30](=[O:31])[CH:29]=[C:28]([C:32]([F:35])([F:34])[F:33])[N:27]([CH3:36])[C:26]2=[O:37])[C:22]([F:38])=[CH:21][C:20]=1[N+:39]([O-:41])=[O:40].[Cl-].[NH4+]>CN(C)C=O>[CH2:3]([O:10][C:11]1[CH:16]=[CH:15][N:14]=[CH:13][C:12]=1[O:17][C:19]1[CH:24]=[C:23]([N:25]2[C:30](=[O:31])[CH:29]=[C:28]([C:32]([F:34])([F:35])[F:33])[N:27]([CH3:36])[C:26]2=[O:37])[C:22]([F:38])=[CH:21][C:20]=1[N+:39]([O-:41])=[O:40])[C:4]1[CH:5]=[CH:6][CH:7]=[CH:8][CH:9]=1 |f:0.1,4.5|. The solvent is CN(C=O)C (N,N-dimethylformamide). Product: C(C1=CC=CC=C1)OC1=C(C=NC=C1)OC1=C(C=C(C(=C1)N1C(N(C(=CC1=O)C(F)(F)F)C)=O)F)[N+](=O)[O-] (4-benzyloxy-3-{4-fluoro-5-[3-methyl-2,6-dioxo-4-(trifluoromethyl)-1,2,3,6-tetrahydropyrimidin-1-yl]-2-nitrophenoxy}pyridine). Conditions: time 30 minute. Procedure details: To a mixture of 57 mg of sodium hydride and N,N-dimethylformamide, 0.286 g of 4-benzyloxy-3-hydroxypyridine was added and stirred at room temperature for 30 minutes. Then 0.5 g of 2,5-difluoro-4-[3-methyl-2,6-dioxo-4-(trifluoromethyl)-1,2,3,6-tetrahydropyrimidin-1-yl]nitrobenzene was added to the mixture, and stirred for 1 hour at room temperature, then for 1 hour at 50-60° C. The mixture was poured into saturated ammonium chloride solution, and extracted with ethyl acetate. The organic layer wa... Reactants: [H-].[Na+] (sodium hydride), C(C1=CC=CC=C1)OC1=C(C=NC=C1)O (4-benzyloxy-3-hydroxypyridine), [Cl-].[NH4+] (ammonium chloride), FC1=C(C=C(C(=C1)N1C(N(C(=CC1=O)C(F)(F)F)C)=O)F)[N+](=O)[O-] (2,5-difluoro-4-[3-methyl-2,6-dioxo-4-(trifluoromethyl)-1,2,3,6-tetrahydropyrimidin-1-yl]nitrobenzene). Isolated yield 72.4%. The reactants are C(CCC)=O (n-butanal), C(C=CC)O (crotyl alcohol), 4A. Reagents/catalysts: C/C(=C/C(=O)C)/O.C/C(=C/C(=O)C)/O.C/C(=C/C(=O)C)/O.C/C(=C/C(=O)C)/O.[Ti] (titanium acetylacetonate). Solvent: C1(=CC=CC=C1)C (toluene). Conditions: temperature 20 celsius, time 12 hour. Yields the product C(C=CC)OC(CCC)OCC=CC (n-butanal dicrotyl acetal). Yield: 190.7%. RXN SMILES: [CH:1](=[O:5])[CH2:2][CH2:3][CH3:4].[CH2:6]([OH:10])[CH:7]=[CH:8][CH3:9]>C/C(/O)=C/C(C)=O.C/C(/O)=C/C(C)=O.C/C(/O)=C/C(C)=O.C/C(/O)=C/C(C)=O.[Ti].C1(C)C=CC=CC=1>[CH2:1]([O:5][CH:6]([O:10][CH2:1][CH:2]=[CH:3][CH3:4])[CH2:7][CH2:8][CH3:9])[CH:2]=[CH:3][CH3:4] |f:2.3.4.5.6|. Reported procedure: In a 300-ml three-necked flask, 72 g (1 mole) of n-butanal, 144 g of crotyl alcohol, 3 mg of titanium acetylacetonate, 80 g of molecular sieve 4A and 50 g of toluene were charged. The resulting mixture was stirred at 20° C. under atmospheric pressure for 12 hours in a nitrogen atmosphere. After the removal of the molecular sieve 4A from the reaction mixture, the solvent (toluene) and the unreacted starting materials were distilled off under reduced pressure. Distillation of the residue under red... Starting materials: C(C)(C)(C)OC(=O)N1CCN(CC1)C(CCCCCCCCCCCNC(=O)OC(C)(C)C)=O (4-(12-tert-Butoxycarbonylaminododecanoyl)piperazine-1-carboxylic acid tert-butyl ester), Cl (HCl). The product is Cl.Cl.NCCCCCCCCCCCC(=O)N1CCNCC1 (12-Amino-1-piperazin-1-yl-dodecan-1-one dihydrochloride). As a reaction SMILES: C(OC([N:8]1[CH2:13][CH2:12][N:11]([C:14](=[O:34])[CH2:15][CH2:16][CH2:17][CH2:18][CH2:19][CH2:20][CH2:21][CH2:22][CH2:23][CH2:24][CH2:25][NH:26]C(OC(C)(C)C)=O)[CH2:10][CH2:9]1)=O)(C)(C)C.[ClH:35]>>[ClH:35].[ClH:35].[NH2:26][CH2:25][CH2:24][CH2:23][CH2:22][CH2:21][CH2:20][CH2:19][CH2:18][CH2:17][CH2:16][CH2:15][C:14]([N:11]1[CH2:12][CH2:13][NH:8][CH2:9][CH2:10]1)=[O:34] |f:2.3.4|. Reported procedure: 4-(12-tert-Butoxycarbonylaminododecanoyl)piperazine-1-carboxylic acid tert-butyl ester (10) (464 mg, 0.96 mmol) was treated with HCl (4 M in dioxane, 8 mL, 32 mmol) at room temperature for 14 hours. The reaction mixture was concentrated in vacuo and further dried under high vacuum. The white solid (342 mg, 99%) was used directly without further purification: m/z ESI 284 [C16H33N3O+H]+. Starting materials: IC1=C2/C(/C(NC2=CC=C1[N+](=O)[O-])=O)=C/C=1NC=CC1OC ((Z)-1,3-dihydro-4-iodo-3-[(3-methoxy-1H-pyrrol-2-yl)methylene]-5-nitro-2H-indol-2-one), IC1=C2/C(/C(NC2=CC=C1[N+](=O)[O-])=O)=C/C=1NC=CC1OC ((Z)-1,3-dihydro-4-iodo-3-[(3-methoxy-1H-pyrrol-2-yl)methylene]-5-nitro-2H-indol-2-one), OCC=CB(O)O (3-Hydroxy-1-propenyl-boronic acid), C(=O)([O-])[O-].[Na+].[Na+] (Na2CO3). Reagents/catalysts: C1=CC=C(C=C1)P(C2=CC=CC=C2)C3=CC=CC=C3.C1=CC=C(C=C1)P(C2=CC=CC=C2)C3=CC=CC=C3.C1=CC=C(C=C1)P(C2=CC=CC=C2)C3=CC=CC=C3.C1=CC=C(C=C1)P(C2=CC=CC=C2)C3=CC=CC=C3.[Pd] (tetrakis(triphenylphosphine) palladium(O)). The solvent is C(OC)COC (dimethoxyethane), O (H2O). Reaction conditions: temperature 85 celsius, time 8 hour. Product: OCC=CC1=C2C(C(NC2=CC=C1)=O)=CC=1NC=CC1OC (1,3-dihydro-4-(3-hydroxy-propenyl)-3-[(3-methoxy-1H-pyrrol-2-yl)methylene]-indol-2-one). As a reaction SMILES: I[C:2]1[C:10]([N+]([O-])=O)=[CH:9][CH:8]=[C:7]2[C:3]=1/[C:4](=[CH:15]/[C:16]1[NH:17][CH:18]=[CH:19][C:20]=1[O:21][CH3:22])/[C:5](=[O:14])[NH:6]2.[OH:23][CH2:24][CH:25]=[CH:26]B(O)O.C([O-])([O-])=O.[Na+].[Na+]>C(COC)OC.O.C1C=CC(P(C2C=CC=CC=2)C2C=CC=CC=2)=CC=1.C1C=CC(P(C2C=CC=CC=2)C2C=CC=CC=2)=CC=1.C1C=CC(P(C2C=CC=CC=2)C2C=CC=CC=2)=CC=1.C1C=CC(P(C2C=CC=CC=2)C2C=CC=CC=2)=CC=1.[Pd]>[OH:23][CH2:24][CH:25]=[CH:26][C:2]1[CH:10]=[CH:9][CH:8]=[C:7]2[C:3]=1[C:4](=[CH:15][C:16]1[NH:17][CH:18]=[CH:19][C:20]=1[O:21][CH3:22])[C:5](=[O:14])[NH:6]2 |f:2.3.4,7.8.9.10.11|. Reported procedure: To a stirred solution of (Z)-1,3-dihydro-4-iodo-3-[(3-methoxy-1H-pyrrol-2-yl)methylene]-2H-indol-2-one (50 mg, 0.14 mmol) (Starting Material 2 supra) in dimethoxyethane (5 mL) was added 3-hydroxy-1-propenyl-boronic acid (from Example 66 above) (42 mg, 0.418 mmol), tetrakis(triphenylphosphine) palladium(O) (39 mg, 0.034 mmol) (Aldrich) and 2M Na2CO3 solution in H2O (0.34 mL). The reaction mixture was stirred at 85° C. overnight in a pressure tube. The solvent was removed in vacuo, and the residue... The reactants are CS(C)=O, CCN(C(C)C)C(C)C, O=C(Nc1ccc2[nH]c(C(F)(F)F)nc2c1)OCC(Cl)(Cl)Cl, O, c1ccc(-c2nsc(N3CCNCC3)n2)cc1. The product is O=C(Nc1ccc2[nH]c(C(F)(F)F)nc2c1)N1CCN(c2nc(-c3ccccc3)ns2)CC1. Reaction SMILES: [CH3:50][S:51](=[O:52])[CH3:53].[CH:40]([N:41]([CH:42]([CH3:43])[CH3:44])[CH2:45][CH3:46])([CH3:47])[CH3:48].[F:1][C:2]([c:3]1[n:4][c:5]2[c:6]([nH:7]1)[cH:8][cH:9][c:10]([NH:12][C:13]([O:14][CH2:15][C:16]([Cl:17])([Cl:18])[Cl:19])=[O:20])[cH:11]2)([F:21])[F:22].[OH2:49].[c:23]1(-[c:29]2[n:30][s:31][c:32]([N:34]3[CH2:35][CH2:36][NH:37][CH2:38][CH2:39]3)[n:33]2)[cH:24][cH:25][cH:26][cH:27][cH:28]1>>[F:1][C:2]([c:3]1[n:4][c:5]2[c:6]([nH:7]1)[cH:8][cH:9][c:10]([NH:12][C:13](=[O:20])[N:37]1[CH2:36][CH2:35][N:34]([c:32]3[s:31][n:30][c:29](-[c:23]4[cH:24][cH:25][cH:26][cH:27][cH:28]4)[n:33]3)[CH2:39][CH2:38]1)[cH:11]2)([F:21])[F:22]. The reactants are C(C1=CC=CC=C1)OC1=C2CC(N(C2=CC=C1C=1C=NC=CC1)C)=O (4-benzyloxy-1-methyl-5-pyridin-3-yl-1,3-dihydro-indol-2-one). The reagents and catalysts are [Pd] (palladium on carbon). Run in C(C)O (ethanol). Run at time 1 hour. Yields the product OC1=C2CC(N(C2=CC=C1C=1C=NC=CC1)C)=O (4-hydroxy-1-methyl-5-pyridin-3-yl-1,3-dihydro-indol-2-one). As a reaction SMILES: C([O:8][C:9]1[C:17]([C:18]2[CH:19]=[N:20][CH:21]=[CH:22][CH:23]=2)=[CH:16][CH:15]=[C:14]2[C:10]=1[CH2:11][C:12](=[O:25])[N:13]2[CH3:24])C1C=CC=CC=1>C(O)C.[Pd]>[OH:8][C:9]1[C:17]([C:18]2[CH:19]=[N:20][CH:21]=[CH:22][CH:23]=2)=[CH:16][CH:15]=[C:14]2[C:10]=1[CH2:11][C:12](=[O:25])[N:13]2[CH3:24]. Procedure details: To a solution of 4-benzyloxy-1-methyl-5-pyridin-3-yl-1,3-dihydro-indol-2-one (0.3 g, 0908 mmol) in ethanol (20 mL), was added 10% palladium on carbon (0.2 g, 0.28 mmol). The atmosphere over the reaction mixture was evacuated and the reaction was placed under an atmosphere of hydrogen gas via a balloon. The reaction was permitted to stir for 1 hour. The reaction mixture was then filtered through a plug of Celite®. The Celite pad was washed with hot ethanol (200 ml). The combined filtrate was then...